Dataset: the Open Reaction Database (ORD), a public repository of structured organic reaction records. Task: describe an organic reaction: reactants, conditions, products, and yield Starting materials: C(C)OC(C1=CC(=C(C=C1)C)SC1=C(NC2=CC(=CC=C12)Cl)C)=O (3-(6-Chloro-2-methyl-1H-indol-3-ylsulfanyl)-4-methyl-benzoic acid ethyl ester), BrC=1C=NC=C(C1)C (3-bromo-5-methyl-pyridine). Yields the product C(C)OC(C1=CC(=CC=C1)SC1=C(N(C2=CC(=CC=C12)Cl)C=1C=NC=C(C1)C)C)=O (3-[6-Chloro-2-methyl-1-(5-methyl-pyridin-3-yl)-1H-indol-3-ylsulfanyl]-benzoic acid ethyl ester). RXN SMILES: [CH2:1]([O:3][C:4](=[O:24])[C:5]1[CH:10]=[CH:9][C:8](C)=[C:7]([S:12][C:13]2[C:21]3[C:16](=[CH:17][C:18]([Cl:22])=[CH:19][CH:20]=3)[NH:15][C:14]=2[CH3:23])[CH:6]=1)[CH3:2].Br[C:26]1[CH:27]=[N:28][CH:29]=[C:30]([CH3:32])[CH:31]=1>>[CH2:1]([O:3][C:4](=[O:24])[C:5]1[CH:10]=[CH:9][CH:8]=[C:7]([S:12][C:13]2[C:21]3[C:16](=[CH:17][C:18]([Cl:22])=[CH:19][CH:20]=3)[N:15]([C:26]3[CH:27]=[N:28][CH:29]=[C:30]([CH3:32])[CH:31]=3)[C:14]=2[CH3:23])[CH:6]=1)[CH3:2]. Reported procedure: Prepared according to the procedure described in Example 42, Step 4, using the following starting materials: 3-(6-Chloro-2-methyl-1H-indol-3-ylsulfanyl)-4-methyl-benzoic acid ethyl ester and 3-bromo-5-methyl-pyridine